describe an organic reaction: reactants, conditions, products, and yield From a dataset of the Open Reaction Database (ORD), a public repository of structured organic reaction records. The reactants are CN(N)C (N,N-dimethylhydrazine), ClC1=C(CCl)C(=CC=C1)Cl (2,6-dichlorobenzyl chloride), O1CCCC1 (tetrahydrofuran), Cl (hydrochloric acid), [Li] (lithium). Reaction conditions: time 2 hour. Yields the product CN(N=CCCC1=C(C=CC=C1Cl)Cl)C (3-(2,6-dichlorophenyl)propionaldehyde N,N-dimethylhydrazone). The yield is 58.0%. Reaction SMILES: [Cl:1][C:2]1[CH:9]=[CH:8][CH:7]=[C:6]([Cl:10])[C:3]=1[CH2:4]Cl.[Li].Cl.[CH3:13][N:14]([CH3:16])[NH2:15].O1CC[CH2:19][CH2:18]1>>[CH3:13][N:14]([CH3:16])[N:15]=[CH:18][CH2:19][CH2:4][C:3]1[C:2]([Cl:1])=[CH:9][CH:8]=[CH:7][C:6]=1[Cl:10] |^1:10|. Procedure details: Separately, a 100-mL three-necked flask equipped with a thermometer, a dropping funnel, a three-way stopcock, and a magnetic stirrer was purged with nitrogen. Thereto, were added 10.2 g (52.2 mmol) of 2,6-dichlorobenzyl chloride (produced by Tokyo Kasei K.K.), and 25 mL of tetrahydrofuran. To this solution, the above obtained solution of the lithium salt compound was added dropwise by keeping the temperature of the reaction system in the range from 15 to 20° C. The reaction mixture was aged at r... The reactants are COCN1c2cc(C(C)(O)c3cccnc3)ccc2Sc2nccnc21, CCOC(C)=O, COS(=O)(=O)Cl, ClCCl, O. The product is C=C(c1cccnc1)c1ccc2c(c1)N(COC)c1nccnc1S2. RXN SMILES: [CH3:1][O:2][CH2:3][N:4]1[c:5]2[c:6]([n:23][cH:24][cH:25][n:26]2)[S:7][c:8]2[c:9]1[cH:10][c:11]([C:14]([CH3:15])([OH:16])[c:17]1[cH:18][n:19][cH:20][cH:21][cH:22]1)[cH:12][cH:13]2.[CH3:34][CH2:35][O:36][C:37](=[O:38])[CH3:39].[Cl:27][S:28]([O:29][CH3:30])(=[O:31])=[O:32].[Cl:40][CH2:41][Cl:42].[OH2:33]>>[CH3:1][O:2][CH2:3][N:4]1[c:5]2[c:6]([n:23][cH:24][cH:25][n:26]2)[S:7][c:8]2[c:9]1[cH:10][c:11]([C:14](=[CH2:15])[c:17]1[cH:18][n:19][cH:20][cH:21][cH:22]1)[cH:12][cH:13]2. Reactants: NC1=NC(=CN=C1C1=C(C(=CC=C1)Cl)Cl)Cl (2-amino-6-chloro-3-(2,3-dichlorophenyl)pyrazine), CNC (dimethylamine). Product: NC1=NC(=CN=C1C1=C(C(=CC=C1)Cl)Cl)N(C)C (2-Amino-6-dimethylamino-3-(2,3-dichlorophenyl)pyrazine). RXN SMILES: [NH2:1][C:2]1[C:7]([C:8]2[CH:13]=[CH:12][CH:11]=[C:10]([Cl:14])[C:9]=2[Cl:15])=[N:6][CH:5]=[C:4](Cl)[N:3]=1.[CH3:17][NH:18][CH3:19]>>[NH2:1][C:2]1[C:7]([C:8]2[CH:13]=[CH:12][CH:11]=[C:10]([Cl:14])[C:9]=2[Cl:15])=[N:6][CH:5]=[C:4]([N:18]([CH3:19])[CH3:17])[N:3]=1. Procedure: This compound was prepared in an analogous manner to the compound in Example 6 from 2-amino-6-chloro-3-(2,3-dichlorophenyl)pyrazine (Example 2) and dimethylamine (Aldrich). M.p. 147-148° C. Starting materials: OC1=CC=C(C=C1)C=CC1=CC(=CC=C1)Cl (4-hydroxy-3'-chlorostilbene), BrCCCCl (1-bromo-3-chloropropane). Yields the product ClCCCOC1=CC=C(C=C1)\C=C\C1=CC(=CC=C1)Cl ((E)-4-chloropropoxy-3'-chlorostilbene). Isolated yield 86.3%. Reaction SMILES: [OH:1][C:2]1[CH:7]=[CH:6][C:5]([CH:8]=[CH:9][C:10]2[CH:15]=[CH:14][CH:13]=[C:12]([Cl:16])[CH:11]=2)=[CH:4][CH:3]=1.Br[CH2:18][CH2:19][CH2:20][Cl:21]>>[Cl:21][CH2:20][CH2:19][CH2:18][O:1][C:2]1[CH:3]=[CH:4][C:5](/[CH:8]=[CH:9]/[C:10]2[CH:15]=[CH:14][CH:13]=[C:12]([Cl:16])[CH:11]=2)=[CH:6][CH:7]=1. Reported procedure: The procedures of Example 1 were followed using 4-hydroxy-3'-chlorostilbene (5.0 g, 23 mmol) and 1-bromo-3-chloropropane (4.4 mL, 43 mmol) to give 6.1 g (87%) of (E)-4-chloropropoxy-3'-chlorostilbene as an amber oil. 1NMR (CDCl3): δ7.66-6.72(m,10H), 4.11(t,2H), 3.72(t,2H), 2.22(m,2H). The reactants are BrCCCOC=1C=CC2=C(SC=C2C2=CC=C(C=C2)F)C1 (6-(3-Bromo-propoxy)-3-(4-fluoro-phenyl)-benzo[b]thiophene), COCCNCCOC (bis(2-methoxyethyl)amine). Product: FC1=CC=C(C=C1)C=1C2=C(SC1)C=C(C=C2)OCCCN(CCOC)CCOC ({3-[3-(4-Fluoro-phenyl)-benzo[b]thiophen-6-yloxy]-propyl}-bis-(2-methoxy-ethyl)-amine). RXN SMILES: Br[CH2:2][CH2:3][CH2:4][O:5][C:6]1[CH:7]=[CH:8][C:9]2[C:13]([C:14]3[CH:19]=[CH:18][C:17]([F:20])=[CH:16][CH:15]=3)=[CH:12][S:11][C:10]=2[CH:21]=1.[CH3:22][O:23][CH2:24][CH2:25][NH:26][CH2:27][CH2:28][O:29][CH3:30]>>[F:20][C:17]1[CH:18]=[CH:19][C:14]([C:13]2[C:9]3[CH:8]=[CH:7][C:6]([O:5][CH2:4][CH2:3][CH2:2][N:26]([CH2:27][CH2:28][O:29][CH3:30])[CH2:25][CH2:24][O:23][CH3:22])=[CH:21][C:10]=3[S:11][CH:12]=2)=[CH:15][CH:16]=1. Procedure: In analogy to example 3.1, 6-(3-Bromo-propoxy)-3-(4-fluoro-phenyl)-benzo[b]thiophene and bis(2-methoxyethyl)amine were converted to yield {3-[3-(4-Fluoro-phenyl)-benzo[b]thiophen-6-yloxy]-propyl}-bis-(2-methoxy-ethyl)-amine as colorless oil, MS: 418 (MH+). Starting materials: CO, [Li+], C1CCOC1, [OH-], O, COC(=O)c1ccc(-c2nccs2)cc1. Yields the product O=C(O)c1ccc(-c2nccs2)cc1. Reaction SMILES: [CH3:19][OH:20].[Li+:16].[O:21]1[CH2:22][CH2:23][CH2:24][CH2:25]1.[OH-:17].[OH2:18].[s:1]1[c:2](-[c:6]2[cH:7][cH:8][c:9]([C:10](=[O:11])[O:12][CH3:13])[cH:14][cH:15]2)[n:3][cH:4][cH:5]1>>[s:1]1[c:2](-[c:6]2[cH:7][cH:8][c:9]([C:10](=[O:11])[OH:12])[cH:14][cH:15]2)[n:3][cH:4][cH:5]1. Reactants: N1(C=NC=C1)CC1=CC=C(C=C1)/C=C/CO ((E)-3-[4-(imidazol-1-ylmethyl)phenyl]allyl alcohol), S(=O)(Cl)Cl (thionyl chloride). Solvent: C(Cl)Cl (methylene chloride). Product: Cl.N1(C=NC=C1)CC1=CC=C(C=C1)/C=C/CCl ((E)-3-[4-(imidazol-1-ylmethyl)phenyl]allyl chloride hydrochloride). Reaction SMILES: [N:1]1([CH2:6][C:7]2[CH:12]=[CH:11][C:10](/[CH:13]=[CH:14]/[CH2:15]O)=[CH:9][CH:8]=2)[CH:5]=[CH:4][N:3]=[CH:2]1.S(Cl)([Cl:19])=O>C(Cl)Cl>[ClH:19].[N:1]1([CH2:6][C:7]2[CH:12]=[CH:11][C:10](/[CH:13]=[CH:14]/[CH2:15][Cl:19])=[CH:9][CH:8]=2)[CH:5]=[CH:4][N:3]=[CH:2]1 |f:3.4|. Procedure details: In 11 ml of methylene chloride was dissolved 2.11 g of (E)-3-[4-(imidazol-1-ylmethyl)phenyl]allyl alcohol, and 3.57 ml of thionyl chloride was dropped into the resulting solution with ice-cooling, after which the resulting mixture was subjected to reaction under reflux for one hour. The solvent and the excessive thionyl chloride were removed by distillation under reduced pressure to obtain oily (E)-3-[4-(imidazol-1-ylmethyl)phenyl]allyl chloride hydrochloride. This was dissolved in 8 ml of methy...